Dataset: the Open Reaction Database (ORD), a public repository of structured organic reaction records. Task: describe an organic reaction: reactants, conditions, products, and yield Reactants: [H-].[Na+] (NaH), NC1=CC=CC=C1 (aniline), C(C)(C)(C)OC(=O)N1CCC(CC1)N1C=NC(=C1C1=CC(=NC=C1)Cl)C1=CC=C(C=C1)F (1-(1-t-butoxycarbonyl-4-piperidinyl)-4-(4flurophenyl)-5-(2-chloro-4-pyridinyl)imidazole), mixture, [OH-].[Na+] (NaOH). Run in CC(=O)N(C)C (DMA). Reaction conditions: temperature 120 celsius. Yields the product C(C)(C)(C)OC(=O)N1CCC(CC1)N1C=NC(=C1C1=CC(=NC=C1)NC1=CC=CC=C1)C1=CC=C(C=C1)F (1-(1-t-Butoxycarbonyl-4-piperidinyl)-4-(4-fluorophenyl)-5-(2-anilino-4-pyridinyl)imidazole). Reaction SMILES: [H-].[Na+].[NH2:3][C:4]1[CH:9]=[CH:8][CH:7]=[CH:6][CH:5]=1.[C:10]([O:14][C:15]([N:17]1[CH2:22][CH2:21][CH:20]([N:23]2[C:27]([C:28]3[CH:33]=[CH:32][N:31]=[C:30](Cl)[CH:29]=3)=[C:26]([C:35]3[CH:40]=[CH:39][C:38]([F:41])=[CH:37][CH:36]=3)[N:25]=[CH:24]2)[CH2:19][CH2:18]1)=[O:16])([CH3:13])([CH3:12])[CH3:11].[OH-].[Na+]>CC(N(C)C)=O>[C:10]([O:14][C:15]([N:17]1[CH2:22][CH2:21][CH:20]([N:23]2[C:27]([C:28]3[CH:33]=[CH:32][N:31]=[C:30]([NH:3][C:4]4[CH:9]=[CH:8][CH:7]=[CH:6][CH:5]=4)[CH:29]=3)=[C:26]([C:35]3[CH:36]=[CH:37][C:38]([F:41])=[CH:39][CH:40]=3)[N:25]=[CH:24]2)[CH2:19][CH2:18]1)=[O:16])([CH3:13])([CH3:11])[CH3:12] |f:0.1,4.5|. Procedure: To a suspension of NaH (130 mg, 3.3 mmol) in DMA (2 mL) was added aniline (0.58 mL, 6.1 mmol) and stirred until bubling ceased. To this solution was added 1-(1-t-butoxycarbonyl-4-piperidinyl)-4-(4flurophenyl)-5-(2-chloro-4-pyridinyl)imidazole (0.30 g, 0.66 mmol) and the resulting solution was heated at 120° C. until no evidence of starting material was observed by mass spectroscopy (1-3 days). To the cooled reaction mixture 1M NaOH was added and the resulting mixture extracted three times with E... The reactants are [K] (potassium), C(C)(C)C=1C=CC2=C(C(=C(O2)S(=O)(=O)O)C)C1 (5-isopropyl-3-methylbenzofuran-2-sulfonic acid), O=P(Cl)(Cl)Cl (POCl3). Run at temperature 60 celsius. The product is C(C)(C)C=1C=CC2=C(C(=C(O2)S(=O)(=O)Cl)C)C1 (5-Isopropyl-3-methylbenzofuran-2-sulfonyl chloride). The yield is 33.0%. RXN SMILES: [K].[CH:2]([C:5]1[CH:6]=[CH:7][C:8]2[O:12][C:11]([S:13](O)(=[O:15])=[O:14])=[C:10]([CH3:17])[C:9]=2[CH:18]=1)([CH3:4])[CH3:3].O=P(Cl)(Cl)[Cl:21]>>[CH:2]([C:5]1[CH:6]=[CH:7][C:8]2[O:12][C:11]([S:13]([Cl:21])(=[O:15])=[O:14])=[C:10]([CH3:17])[C:9]=2[CH:18]=1)([CH3:4])[CH3:3] |^1:0|. Reported procedure: The potassium salt of 5-isopropyl-3-methylbenzofuran-2-sulfonic acid (100 mg, 0.34 mmol) was mixed with POCl3 (5 mL) and the reaction mixture was heated at 60° C. over night. The POCl3 was evaporated and the crude product was dissolved in CH2Cl2 and passed through a small amount of silica to give the title compound (30 mg, 33%). Reactants: CC#N, O, Cc1ccc2c(c1O)N=CC1CCCN1C2=O. The product is Cc1ccc2c(c1O)NC(O)C1CCCN1C2=O. As a reaction SMILES: [CH3:19][C:20]#[N:21].[OH2:18].[OH:1][c:2]1[c:3]([CH3:17])[cH:4][cH:5][c:6]2[c:12]1[N:11]=[CH:10][CH:9]1[N:8]([C:7]2=[O:16])[CH2:15][CH2:14][CH2:13]1>>[OH:1][c:2]1[c:3]([CH3:17])[cH:4][cH:5][c:6]2[c:12]1[NH:11][CH:10]([OH:18])[CH:9]1[N:8]([C:7]2=[O:16])[CH2:15][CH2:14][CH2:13]1. The reactants are [OH-].[K+] (KOH), C(C)OC(C(C(=O)OCC)CC1CN(CC1)C(=O)OC(C)(C)C)=O (2-(1-tert-butoxycarbonyl-pyrrolidin-3-ylmethyl)-malonic acid diethyl ester). Solvent: C(C)O (ethanol), C(C)O (ethanol). Run at time 8 hour. The product is C(C)OC(C(C(=O)O)CC1CN(CC1)C(=O)OC(C)(C)C)=O (2-(1-tert-butoxycarbonyl-pyrrolidin-3-ylmethyl)-malonic acid monoethyl ester). Yield: 81.4%. RXN SMILES: [OH-].[K+].[CH2:3]([O:5][C:6](=[O:26])[CH:7]([CH2:13][CH:14]1[CH2:18][CH2:17][N:16]([C:19]([O:21][C:22]([CH3:25])([CH3:24])[CH3:23])=[O:20])[CH2:15]1)[C:8]([O:10]CC)=[O:9])[CH3:4]>C(O)C>[CH2:3]([O:5][C:6](=[O:26])[CH:7]([CH2:13][CH:14]1[CH2:18][CH2:17][N:16]([C:19]([O:21][C:22]([CH3:25])([CH3:24])[CH3:23])=[O:20])[CH2:15]1)[C:8]([OH:10])=[O:9])[CH3:4] |f:0.1|. Procedure details: A solution of KOH (0.26 g; 4.6 mmol) in ethanol (7 mL) was added to a solution of 2-(1-tert-butoxycarbonyl-pyrrolidin-3-ylmethyl)-malonic acid diethyl ester (1.52 g; 4.4 mmol) in ethanol (7 mL) at 0° C. The reaction mixture was stirred at room temperature overnight, concentrated under reduced pressure and the residue was dissolved in water (500 mL). The aqueous layer was washed with diethyl ether, acidified to pH. 3 by 0.5 M HCl, and extracted with diethyl ether. The organic phase was dried and ...